This data is from the Open Reaction Database (ORD), a public repository of structured organic reaction records. The task is: describe an organic reaction: reactants, conditions, products, and yield The reactants are ClCCCCCSC1=CC=CC=C1 ([(5-chloropentyl)sulfanyl]benzene), CC(C(=O)NC1=CC(=CC=C1)C1CCNCC1)C (2-methyl-N-[3-(4-piperidinyl)phenyl]propanamide). The product is CC(C(=O)NC1=CC(=CC=C1)C1CCN(CC1)CCCCCSC1=CC=CC=C1)C (2-METHYL-N-(3-{1-[5-(PHENYLSULFANYL)PENTYL]-4-PIPERIDINYL}PHENYL)PROPANAMIDE). As a reaction SMILES: Cl[CH2:2][CH2:3][CH2:4][CH2:5][CH2:6][S:7][C:8]1[CH:13]=[CH:12][CH:11]=[CH:10][CH:9]=1.[CH3:14][CH:15]([CH3:31])[C:16]([NH:18][C:19]1[CH:24]=[CH:23][CH:22]=[C:21]([CH:25]2[CH2:30][CH2:29][NH:28][CH2:27][CH2:26]2)[CH:20]=1)=[O:17]>>[CH3:14][CH:15]([CH3:31])[C:16]([NH:18][C:19]1[CH:24]=[CH:23][CH:22]=[C:21]([CH:25]2[CH2:30][CH2:29][N:28]([CH2:2][CH2:3][CH2:4][CH2:5][CH2:6][S:7][C:8]3[CH:13]=[CH:12][CH:11]=[CH:10][CH:9]=3)[CH2:27][CH2:26]2)[CH:20]=1)=[O:17]. Procedure: Prepared by Procedure G and Scheme B1 using [(5-chloropentyl)sulfanyl]benzene and 2-methyl-N-[3-(4-piperidinyl)phenyl]propanamide: ESMS m/e: 425.1 (M+H)+. Reactants: FC=1C=C(CN)C=CC1 (3-fluorobenzylamine), fused sodium acetate, BrCCBr (1,2-dibromoethane), C([O-])([O-])=O.[Na+].[Na+] (sodium carbonate). Run in O (water). Yields the product BrCCNCC1=CC(=CC=C1)F ((2-bromo-ethyl)-(3-fluoro-benzyl)-amine). As a reaction SMILES: [F:1][C:2]1[CH:3]=[C:4]([CH:7]=[CH:8][CH:9]=1)[CH2:5][NH2:6].[Br:10][CH2:11][CH2:12]Br.C(=O)([O-])[O-].[Na+].[Na+]>O>[Br:10][CH2:11][CH2:12][NH:6][CH2:5][C:4]1[CH:7]=[CH:8][CH:9]=[C:2]([F:1])[CH:3]=1 |f:2.3.4|. Procedure details: Combine 3-fluorobenzylamine (5.0 g, 0.0400 mol), fused sodium acetate (3.28 g, 0.0400 mol) and 1,2-dibromoethane (7.51 g, 0.0400 mol) and reflux for several hours. Pour the mixture into water and add sodium carbonate to create a basic pH. Remove the unreacted 1,2-dibromoethane by distillation. Extract the left-over residue with ether and evaporate to obtain the final, desired compound. The compound can form the hydrochloride salt. Starting materials: CCOC(=O)COc1ccc(CCCNC(=O)OC(C)(C)C)cc1, CCOC(C)=O, CCOC(C)=O, Cl. Yields the product Cl, CCOC(=O)COc1ccc(CCCN)cc1. As a reaction SMILES: [C:1]([O:2][C:3](=[O:4])[NH:8][CH2:9][CH2:10][CH2:11][c:12]1[cH:13][cH:14][c:15]([O:16][CH2:17][C:18](=[O:19])[O:20][CH2:21][CH3:22])[cH:23][cH:24]1)([CH3:5])([CH3:6])[CH3:7].[CH3:26][CH2:27][O:28][C:29]([CH3:30])=[O:31].[CH3:32][CH2:33][O:34][C:35]([CH3:36])=[O:37].[ClH:25]>>[ClH:25].[NH2:8][CH2:9][CH2:10][CH2:11][c:12]1[cH:13][cH:14][c:15]([O:16][CH2:17][C:18](=[O:19])[O:20][CH2:21][CH3:22])[cH:23][cH:24]1. Reactants: CCOC(=O)c1cccc2nccn12, CN(C)c1ccncc1, O=C(Cl)C(Cl)(Cl)Cl. Product: CCOC(=O)c1cccc2ncc(C(=O)C(Cl)(Cl)Cl)n12. As a reaction SMILES: [CH2:1]([CH3:2])[O:3][C:4](=[O:5])[c:6]1[cH:7][cH:8][cH:9][c:10]2[n:11]1[cH:12][cH:13][n:14]2.[CH3:22][N:23]([CH3:24])[c:25]1[cH:26][cH:27][n:28][cH:29][cH:30]1.[Cl:15][C:16]([C:17](=[O:18])[Cl:19])([Cl:20])[Cl:21]>>[CH2:1]([CH3:2])[O:3][C:4](=[O:5])[c:6]1[cH:7][cH:8][cH:9][c:10]2[n:11]1[c:12]([C:17]([C:16]([Cl:15])([Cl:20])[Cl:21])=[O:18])[cH:13][n:14]2. Reactants: CN(CC(CCN1CC(N2CCC(=O)CC2)C1)c1ccc(Cl)c(Cl)c1)C(=O)c1cc(C#N)cc2ccccc12, CCN(CC)S(F)(F)F, ClCCl. Yields the product CN(CC(CCN1CC(N2CCC(F)CC2)C1)c1ccc(Cl)c(Cl)c1)C(=O)c1cc(C#N)cc2ccccc12. Reaction SMILES: [C:10](#[N:11])[c:12]1[cH:13][c:14]([C:22](=[O:23])[N:24]([CH3:25])[CH2:26][CH:27]([CH2:28][CH2:29][N:30]2[CH2:31][CH:32]([N:34]3[CH2:35][CH2:36][C:37](=[O:40])[CH2:38][CH2:39]3)[CH2:33]2)[c:41]2[cH:42][c:43]([Cl:48])[c:44]([Cl:47])[cH:45][cH:46]2)[c:15]2[cH:16][cH:17][cH:18][cH:19][c:20]2[cH:21]1.[CH2:1]([N:2]([S:3]([F:4])([F:5])[F:7])[CH2:6][CH3:8])[CH3:9].[Cl:49][CH2:50][Cl:51]>>[F:7][CH:37]1[CH2:36][CH2:35][N:34]([CH:32]2[CH2:31][N:30]([CH2:29][CH2:28][CH:27]([CH2:26][N:24]([C:22]([c:14]3[cH:13][c:12]([C:10]#[N:11])[cH:21][c:20]4[c:15]3[cH:16][cH:17][cH:18][cH:19]4)=[O:23])[CH3:25])[c:41]3[cH:42][c:43]([Cl:48])[c:44]([Cl:47])[cH:45][cH:46]3)[CH2:33]2)[CH2:39][CH2:38]1. Reactants: [Br-], Brc1ccc2occc2c1, CC(C)C[Zn+], C1CCOC1, CCOC(C)=O. Product: CC(C)Cc1ccc2occc2c1. RXN SMILES: [Br-:11].[Br:1][c:2]1[cH:3][cH:4][c:5]2[c:6]([cH:7][cH:8][o:9]2)[cH:10]1.[CH2:12]([CH:13]([CH3:14])[CH3:15])[Zn+:16].[CH2:17]1[O:18][CH2:19][CH2:20][CH2:21]1.[CH3:22][CH2:23][O:24][C:25](=[O:26])[CH3:27]>>[c:2]1([CH2:12][CH:13]([CH3:14])[CH3:15])[cH:3][cH:4][c:5]2[c:6]([cH:7][cH:8][o:9]2)[cH:10]1.